From a dataset of the Open Reaction Database (ORD), a public repository of structured organic reaction records. describe an organic reaction: reactants, conditions, products, and yield The reactants are CC(C)(CO)CNC(=O)OC(C)(C)C, COC(=O)c1ccc(OCCF)cc1O. Product: COC(=O)c1ccc(OCCF)cc1OCC(C)(C)CNC(=O)OC(C)(C)C. RXN SMILES: [C:16]([CH3:17])([CH3:18])([CH3:19])[O:20][C:21](=[O:22])[NH:23][CH2:24][C:25]([CH2:26][OH:27])([CH3:28])[CH3:29].[F:1][CH2:2][CH2:3][O:4][c:5]1[cH:6][c:7]([OH:15])[c:8]([C:9](=[O:10])[O:11][CH3:12])[cH:13][cH:14]1>>[F:1][CH2:2][CH2:3][O:4][c:5]1[cH:6][c:7]([O:15][CH2:26][C:25]([CH2:24][NH:23][C:21]([O:20][C:16]([CH3:17])([CH3:18])[CH3:19])=[O:22])([CH3:28])[CH3:29])[c:8]([C:9](=[O:10])[O:11][CH3:12])[cH:13][cH:14]1. Reactants: C12C3(CCCC3C(C=C1)C2)C(=O)OCC (ethyl tricyclo[5.2.1.02,6 ]deca-8-ene-2-carboxylate), resultant mixture. The reagents and catalysts are [Pd] (Pd/C). Reported procedure: The amount 1.3 g of 5%-Pd/C (with 50% moisture content) was added to 13.1 g of ethyl tricyclo[5.2.1.02,6 ]deca-8-ene-2-carboxylate obtained in the same procedures as in Example 1. The resultant mixture was stirred at 50° C. for 5 hours under hydrogen pressure of 5 kg/cm2. After the catalyst was removed by filtration, the filtrate was distilled to yield 12.3 g of ethyl tricyclo[5.2.1.02,6 ]decane-2-carboxylate. The yield was 93.0%. Isolated yield 93.0%. The product is C12C3(CCCC3C(CC1)C2)C(=O)OCC (ethyl tricyclo[5.2.1.02,6 ]decane-2-carboxylate). RXN SMILES: [CH:1]12[CH2:10][CH:7]([CH:8]=[CH:9]1)[CH:6]1[C:2]2([C:11]([O:13][CH2:14][CH3:15])=[O:12])[CH2:3][CH2:4][CH2:5]1>[Pd]>[CH:1]12[CH2:10][CH:7]([CH2:8][CH2:9]1)[CH:6]1[C:2]2([C:11]([O:13][CH2:14][CH3:15])=[O:12])[CH2:3][CH2:4][CH2:5]1. Reactants: C1OC=2C=C3C(=NC(NC3=CC2O1)=O)C1=CC2=C(C=C1)OCCO2 (6,7-methylenedioxy-4-(3,4-ethylenedioxyphenyl)quinazolin-2-one), Cl.CN(CCCl)C (2-dimethylaminoethyl chloride hydrochloride), [OH-].[Na+] (NaOH), CC(C)(C)[O-].[K+] (KOtBu). Run in CN(C)C=O (DMF), C1=CC=CC=C1 (benzene), C1=CC=CC=C1 (benzene). Conditions: temperature 110 celsius, time 45 minute. Yields the product C1OC=2C=C3C(=NC(=NC3=CC2O1)OCCN(C)C)C1=CC2=C(C=C1)OCO2 (6,7-methylenedioxy-4-(3,4-methylenedioxyphenyl)-2-(2-(dimethylamino) ethoxy)-quinazoline), solid. Reaction SMILES: [CH2:1]1[O:13][C:12]2[CH:11]=[C:10]3[C:5]([C:6]([C:15]4[CH:20]=[CH:19][C:18]5[O:21][CH2:22]C[O:24][C:17]=5[CH:16]=4)=[N:7][C:8](=[O:14])[NH:9]3)=[CH:4][C:3]=2[O:2]1.CC([O-])(C)C.[K+].Cl.[CH3:32][N:33]([CH3:37])[CH2:34][CH2:35]Cl.[OH-].[Na+]>CN(C=O)C.C1C=CC=CC=1>[CH2:1]1[O:13][C:12]2[CH:11]=[C:10]3[C:5]([C:6]([C:15]4[CH:20]=[CH:19][C:18]5[O:21][CH2:22][O:24][C:17]=5[CH:16]=4)=[N:7][C:8]([O:14][CH2:35][CH2:34][N:33]([CH3:37])[CH3:32])=[N:9]3)=[CH:4][C:3]=2[O:2]1 |f:1.2,3.4,5.6|. Reported procedure: To a suspension of 6,7-methylenedioxy-4-(3,4-ethylenedioxyphenyl)quinazolin-2-one (400 mg, 1.29 mmol) in DMF (15 mL) was added KOtBu (95%, 232 mg, 2.06 mmol) at room temp. and stirred for 45 minutes. Separately, a solution of 2-dimethylaminoethyl chloride hydrochloride (371 mg, 2.58 mmol) in benzene (12 mL) was treated with a solution of 2 N NaOH 10 mL). The benzene layer, which contained the free base, was dried over anhydrous MgSO4, and added to the above reaction mixture at room temp. The res... The reactants are O=C=O, CC(C)[Si](OCC1(C)CCn2cc([N+](=O)[O-])nc2O1)(C(C)C)C(C)C, CC(C)=O, CCO, CO, Cl, N, [Na+], O=C([O-])O. Product: CC1(CO)CCn2cc([N+](=O)[O-])nc2O1. Reaction SMILES: [C:27](=[O:28])=[O:29].[CH3:1][C:2]1([CH2:14][O:15][Si:16]([CH:17]([CH3:18])[CH3:19])([CH:20]([CH3:21])[CH3:22])[CH:23]([CH3:24])[CH3:25])[CH2:3][CH2:4][n:5]2[c:6]([n:8][c:9]([N+:11](=[O:12])[O-:13])[cH:10]2)[O:7]1.[CH3:30][C:31](=[O:32])[CH3:33].[CH3:40][CH2:41][OH:42].[CH3:43][OH:44].[ClH:26].[NH3:34].[Na+:39].[O-:35][C:36]([OH:37])=[O:38]>>[CH3:1][C:2]1([CH2:14][OH:15])[CH2:3][CH2:4][n:5]2[c:6]([n:8][c:9]([N+:11](=[O:12])[O-:13])[cH:10]2)[O:7]1. Starting materials: C(C1=CC=CC=C1)(=O)O (Benzoic acid), arylboronic acid, tetrakis-triphenylphosphine. Reagents/catalysts: [Pd] (palladium). Yields the product C1(=CC=CC=C1)C1=CC=CC=C1 (biphenyl). As a reaction SMILES: [C:1](O)(=O)[C:2]1[CH:7]=[CH:6][CH:5]=[CH:4][CH:3]=1>[Pd]>[C:2]1([C:1]2[CH:6]=[CH:7][CH:2]=[CH:3][CH:4]=2)[CH:7]=[CH:6][CH:5]=[CH:4][CH:3]=1. Reported procedure: In step 1 of Scheme A, nitrobenzoic acid a is subject to iodination under sulfuric acid conditions to afford iodo-nitrobenzoic acid b. Benzoic acid compound b is reacted with arylboronic acid compound c in the presence of tetrakis-triphenylphosphine)palladium catalyst to afford biphenyl acid compound d. The acid group of biphenyl acid d is protected by esterification in step 3 to form biphenyl acid methyl ester e. Biphenyl ester e is then subject to reduction to form biphenylamine f in step 4. A... The reactants are C(=O)O (formic acid), C(C)(=O)OC(C)=O (acetic anhydride), C(C)(C)(C)NS(=O)(=O)C1=C(C=CC(=C1)N)C(=O)OC (N-tert-butyl-5-amino-2-methoxycarbonylbenzenesulfonamide). The solvent is CN(C)C=O (DMF). Run at time 4 hour. The product is C(C)(C)(C)NS(=O)(=O)C1=C(C=CC(=C1)NC=O)C(=O)OC (N-tert-Butyl-5-formylamino-2-methoxycarbonylbenzenesulfonamide). RXN SMILES: [CH:1](O)=[O:2].C(OC(=O)C)(=O)C.[C:11]([NH:15][S:16]([C:19]1[CH:24]=[C:23]([NH2:25])[CH:22]=[CH:21][C:20]=1[C:26]([O:28][CH3:29])=[O:27])(=[O:18])=[O:17])([CH3:14])([CH3:13])[CH3:12]>CN(C=O)C>[C:11]([NH:15][S:16]([C:19]1[CH:24]=[C:23]([NH:25][CH:1]=[O:2])[CH:22]=[CH:21][C:20]=1[C:26]([O:28][CH3:29])=[O:27])(=[O:18])=[O:17])([CH3:14])([CH3:13])[CH3:12]. Procedure details: 6.5 ml of formic acid are carefully added at 0° C. to 13 ml of acetic anhydride. The mixture is subsequently heated at 50°-60° C. for 2 h. A solution of 16.0 g (0.056 mol) of N-tert-butyl-5-amino-2-methoxycarbonylbenzenesulfonamide in 50 ml of DMF is then added dropwise at 0° C. The cooling bath is removed and the mixture is stirred for a further 4 h at room temperature. The reaction mixture is then shaken up in 800 ml of ethyl acetate and washed with three times 150 ml of water. The organic pha... The reactants are ClC1=NC=CC=C1C1=CC(=NC=C1)NC (4-(2-chloropyridin-3-yl)-N-methylpyridin-2-amine), NC=1C=CC(=NC1)O (5-aminopyridin-2-ol), CS(=O)C (DMSO), C([O-])([O-])=O.[Cs+].[Cs+] (cesium carbonate). Conditions: time 25 minute. Yields the product NC=1C=CC(=NC1)OC1=NC=CC=C1C1=CC(=NC=C1)NC (4-(2-(5-aminopyridin-2-yloxy)pyridin-3-yl)-N-methylpyridin-2-amine). As a reaction SMILES: [NH2:1][C:2]1[CH:3]=[CH:4][C:5]([OH:8])=[N:6][CH:7]=1.CS(C)=O.C(=O)([O-])[O-].[Cs+].[Cs+].Cl[C:20]1[C:25]([C:26]2[CH:31]=[CH:30][N:29]=[C:28]([NH:32][CH3:33])[CH:27]=2)=[CH:24][CH:23]=[CH:22][N:21]=1>>[NH2:1][C:2]1[CH:3]=[CH:4][C:5]([O:8][C:20]2[C:25]([C:26]3[CH:31]=[CH:30][N:29]=[C:28]([NH:32][CH3:33])[CH:27]=3)=[CH:24][CH:23]=[CH:22][N:21]=2)=[N:6][CH:7]=1 |f:2.3.4|. Procedure: In a microwave vial, 5-aminopyridin-2-ol (125 mg, 1.14 mmol) was dissolved in DMSO (0.910 mL, 0.228 mmol) and cesium carbonate (445 mg, 1.37 mmol) was added. The vial was capped with a septum and the reaction was stirred at RT for 25 minutes until a paste was formed. Then 4-(2-chloropyridin-3-yl)-N-methylpyridin-2-amine (50 mg, 0.23 mmol) was added and the vial was sealed and heated to 180° C. in Personal Chemistry Microwave for 15 min. The mixture was extracted with EtOAc, organic layers were w... Reactants: [N+](=O)([O-])C1=NC(=CC=C1O)C (2-Nitro-6-methylpyridin-3-ol), ClC1=CC=NC2=CC(=C(C=C12)OC)OC (4-chloro-6,7-dimethoxyquinoline). The reagents and catalysts are CN(C)C1=CC=NC=C1 (4-(N,N-dimethylamino)-pyridine). Run in ClC1=C(C=CC=C1)Cl (1,2-dichlorobenzene). Reaction conditions: temperature 130 celsius, time 8 hour. Yields the product COC=1C=C2C(=CC=NC2=CC1OC)OC=1C(=NC(=CC1)C)[N+](=O)[O-] (6,7-Dimethoxy-4-(6-methyl-2-nitro-pyridin-3-yloxy)-quinoline). Yield: 24.0%. Reaction SMILES: [N+:1]([C:4]1[C:9]([OH:10])=[CH:8][CH:7]=[C:6]([CH3:11])[N:5]=1)([O-:3])=[O:2].Cl[C:13]1[C:22]2[C:17](=[CH:18][C:19]([O:25][CH3:26])=[C:20]([O:23][CH3:24])[CH:21]=2)[N:16]=[CH:15][CH:14]=1>CN(C1C=CN=CC=1)C.ClC1C=CC=CC=1Cl>[CH3:24][O:23][C:20]1[CH:21]=[C:22]2[C:17](=[CH:18][C:19]=1[O:25][CH3:26])[N:16]=[CH:15][CH:14]=[C:13]2[O:10][C:9]1[C:4]([N+:1]([O-:3])=[O:2])=[N:5][C:6]([CH3:11])=[CH:7][CH:8]=1. Procedure: 2-Nitro-6-methylpyridin-3-ol (4.1 g), 4-chloro-6,7-dimethoxyquinoline (2 g), and 4-(N,N-dimethylamino)-pyridine (3.3 g) were dissolved in 1,2-dichlorobenzene (90 ml) to prepare a solution which was then stirred at 130° C. overnight. The reaction solution was cooled to room temperature, and the solvent was then removed by distillation under the reduced pressure. A 1 N aqueous sodium hydroxide solution was added to the residue, the mixture was extracted with ethyl acetate, and the ethyl acetate la... The reactants are NN1CCCCC1 (1-Amino piperidine), ClC(=O)OCC(C)C (Isobutyl chloroformate), C(C1=CC=CC=C1)OC(=O)C1(CCN(CC1)CC1=CC=C(C=C1)C1=NOC(=N1)C1=CC(=C(C=C1)C1=CC=CC=C1)F)C(=O)O (1-{4-[5-(2-fluoro-biphenyl-4-yl)-[1,2,4]oxadiazol-3-yl]-benzyl}-piperidine-4,4-dicarboxylic acid benzyl ester), CN1CCOCC1 (N-methyl morpholine). Solvent: O1CCCC1 (tetrahydrofuran), O (water). Run at temperature 5 celsius, time 45 minute. Product: C(C1=CC=CC=C1)OC(=O)C1(CCN(CC1)CC1=CC=C(C=C1)C1=NOC(=N1)C1=CC(=C(C=C1)C1=CC=CC=C1)F)C(NN1CCCCC1)=O (1-{4-[5-(2-fluoro-biphenyl-4-yl)-[1,2,4]oxadiazol-3-yl]-benzyl}-4-(piperidine-1-ylcarbamoyl)-piperidine-4-carboxylic acid benzyl ester). Reaction SMILES: ClC(OCC(C)C)=O.[CH2:9]([O:16][C:17]([C:19]1([C:50]([OH:52])=O)[CH2:24][CH2:23][N:22]([CH2:25][C:26]2[CH:31]=[CH:30][C:29]([C:32]3[N:36]=[C:35]([C:37]4[CH:42]=[CH:41][C:40]([C:43]5[CH:48]=[CH:47][CH:46]=[CH:45][CH:44]=5)=[C:39]([F:49])[CH:38]=4)[O:34][N:33]=3)=[CH:28][CH:27]=2)[CH2:21][CH2:20]1)=[O:18])[C:10]1[CH:15]=[CH:14][CH:13]=[CH:12][CH:11]=1.CN1CCOCC1.[NH2:60][N:61]1[CH2:66][CH2:65][CH2:64][CH2:63][CH2:62]1>O1CCCC1.O>[CH2:9]([O:16][C:17]([C:19]1([C:50](=[O:52])[NH:60][N:61]2[CH2:66][CH2:65][CH2:64][CH2:63][CH2:62]2)[CH2:20][CH2:21][N:22]([CH2:25][C:26]2[CH:27]=[CH:28][C:29]([C:32]3[N:36]=[C:35]([C:37]4[CH:42]=[CH:41][C:40]([C:43]5[CH:44]=[CH:45][CH:46]=[CH:47][CH:48]=5)=[C:39]([F:49])[CH:38]=4)[O:34][N:33]=3)=[CH:30][CH:31]=2)[CH2:23][CH2:24]1)=[O:18])[C:10]1[CH:11]=[CH:12][CH:13]=[CH:14][CH:15]=1. Reported procedure: Isobutyl chloroformate (0.158 mL, 0.0012 mol) is added to a solution of 1-{4-[5-(2-fluoro-biphenyl-4-yl)-[1,2,4]oxadiazol-3-yl]-benzyl}-piperidine-4,4-dicarboxylic acid benzyl ester (0.6 g, 0.0010 mol) and N-methyl morpholine (0.156 mL, 0.0015 mol) in tetrahydrofuran (20 mL) at 5° C. The reaction mixture is stirred at 5° C. for 45 minutes. 1-Amino piperidine (0.162 mL, 0.0015 mol) is added to the reaction mixture and is stirred for 30 minutes at 5° C. and then at room temperature for 45 minutes.... Starting materials: ClC1=NC=2N3C(C(N(C2C=N1)CC(F)(F)F)=O)COCC3 (2-chloro-5-(2,2,2-trifluoroethyl)-6a,7,9,10-tetrahydro-[1,4]oxazino[3,4-h]pteridin-6(5H)-one), IC (iodomethane), CC(C)(C)[O-].[Na+] (sodium 2-methylpropan-2-olate). Run in CS(=O)C (DMSO). Reaction conditions: time 16 hour. Product: ClC1=NC=2N3C(C(N(C2C=N1)CC(F)(F)F)=O)(COCC3)C (2-chloro-6a-methyl-5-(2,2,2-trifluoroethyl)-6a,7,9,10-tetrahydro-[1,4]oxazino[3,4-h]pteridin-6(5H)-one). Yield: 23.8%. RXN SMILES: [Cl:1][C:2]1[N:11]=[CH:10][C:9]2[N:8]([CH2:12][C:13]([F:16])([F:15])[F:14])[C:7](=[O:17])[CH:6]3[CH2:18][O:19][CH2:20][CH2:21][N:5]3[C:4]=2[N:3]=1.IC.[CH3:24]C([O-])(C)C.[Na+]>CS(C)=O>[Cl:1][C:2]1[N:11]=[CH:10][C:9]2[N:8]([CH2:12][C:13]([F:16])([F:15])[F:14])[C:7](=[O:17])[C:6]3([CH3:24])[CH2:18][O:19][CH2:20][CH2:21][N:5]3[C:4]=2[N:3]=1 |f:2.3|. Procedure details: To a mixture of 2-chloro-5-(2,2,2-trifluoroethyl)-6a,7,9,10-tetrahydro-[1,4]oxazino[3,4-h]pteridin-6(5H)-one (768 mg, 2.38 mmol) and iodomethane (0.595 ml, 9.52 mmol) in DMSO (15 ml) at 0° C. was added sodium 2-methylpropan-2-olate (343 mg, 3.57 mmol). The ice-bath was removed and the reaction mixture was stirred at room temperature for 16 hours. The reaction mixture was poured into water and extracted with EtOAc. The organic layers were washed with water (containing Na2S2O3), dried and concentr...